From a dataset of the Open Reaction Database (ORD), a public repository of structured organic reaction records. describe an organic reaction: reactants, conditions, products, and yield Reactants: C(C)(C)(C)OC(=O)NCCCOCCOCCOCCCN (1-(tert-butoxycarbonylamino)-4,7,10-trioxa-13-tridecanamine), C1(CCC(=O)O1)=O (succinic anhydride). Yields the product C(C)(C)(C)OC(=O)NCCCOCCOCCOCCCNC(CCC(=O)O)=O (N-(3-{2-[2-(3-tert-Butoxycarbonylaminopropoxy)ethoxy]ethoxy}propyl)succinamic acid). RXN SMILES: [C:1]([O:5][C:6]([NH:8][CH2:9][CH2:10][CH2:11][O:12][CH2:13][CH2:14][O:15][CH2:16][CH2:17][O:18][CH2:19][CH2:20][CH2:21][NH2:22])=[O:7])([CH3:4])([CH3:3])[CH3:2].[C:23]1(=[O:29])[O:28][C:26](=[O:27])[CH2:25][CH2:24]1>>[C:1]([O:5][C:6]([NH:8][CH2:9][CH2:10][CH2:11][O:12][CH2:13][CH2:14][O:15][CH2:16][CH2:17][O:18][CH2:19][CH2:20][CH2:21][NH:22][C:23](=[O:29])[CH2:24][CH2:25][C:26]([OH:28])=[O:27])=[O:7])([CH3:2])([CH3:4])[CH3:3]. Procedure: preparation from 1-(tert-butoxycarbonylamino)-4,7,10-trioxa-13-tridecanamine (5 g) and succinic anhydride (1.98) gave 7 g crude product. LCMS (Method 6): Rt 3.34 min; m/z (M+1) 421 Calcd: 421 Starting materials: [Na+], C1CCOC1, [OH-], CCOC(=O)c1nc2ccncc2s1. Yields the product [Na+], O=C([O-])c1nc2ccncc2s1. Reaction SMILES: [Na+:16].[O:17]1[CH2:18][CH2:19][CH2:20][CH2:21]1.[OH-:15].[n:1]1[c:2]([C:10](=[O:11])[O:12][CH2:13][CH3:14])[s:3][c:4]2[cH:5][n:6][cH:7][cH:8][c:9]12>>[Na+:16].[n:1]1[c:2]([C:10](=[O:11])[O-:12])[s:3][c:4]2[cH:5][n:6][cH:7][cH:8][c:9]12. Yield: 106.2%. Reaction SMILES: [NH2:1][C:2]1[C:11]([NH2:12])=[CH:10][CH:9]=[CH:8][C:3]=1[C:4]([O:6][CH3:7])=[O:5].Cl.N[C:15](OCC)=[CH:16][C:17]([O:19][CH2:20][CH3:21])=[O:18]>CCO>[CH2:20]([O:19][C:17](=[O:18])[CH2:16][C:15]1[NH:12][C:11]2[CH:10]=[CH:9][CH:8]=[C:3]([C:4]([O:6][CH3:7])=[O:5])[C:2]=2[N:1]=1)[CH3:21] |f:1.2|. The reactants are NC1=C(C(=O)OC)C=CC=C1N (methyl 2,3-diaminobenzoate), Cl.NC(=CC(=O)OCC)OCC (ethyl 3-amino-3-ethoxyacrylate hydrochloride). Procedure details: A solution of methyl 2,3-diaminobenzoate (680 mg) and ethyl 3-amino-3-ethoxyacrylate hydrochloride (880 mg) in EtOH (12 mL) was stirred at 60° C. for 2 hours. EtOH was removed under reduced pressure, and the residue was purified on column chromatography to obtain the titled compound (1.14 g) as a pale yellow solid. Run in CCO (EtOH). Product: C(C)OC(CC1=NC2=C(N1)C=CC=C2C(=O)OC)=O (Methyl 2-(2-ethoxy-2-oxoethyl)-1H-benzimidazole-4-carboxylate).